This data is from the Open Reaction Database (ORD), a public repository of structured organic reaction records. The task is: describe an organic reaction: reactants, conditions, products, and yield Reactants: ClCCl, C1COCCO1, N#Cc1ccnc(CO)c1, O=[Se]=O. Yields the product N#Cc1ccnc(C=O)c1. RXN SMILES: [Cl:14][CH2:15][Cl:16].[O:17]1[CH2:18][CH2:19][O:20][CH2:21][CH2:22]1.[OH:4][CH2:5][c:6]1[cH:7][c:8]([C:9]#[N:10])[cH:11][cH:12][n:13]1.[Se:1](=[O:2])=[O:3]>>[O:4]=[CH:5][c:6]1[cH:7][c:8]([C:9]#[N:10])[cH:11][cH:12][n:13]1. RXN SMILES: [C:1]1(=[O:8])[CH2:6][CH2:5][CH2:4][CH2:3][C:2]1=[O:7].[CH3:9][C:10]1[CH:15]=[CH:14][C:13]([S:16](=S)(OC2C=CC(C)=CC=2)=O)=[CH:12][CH:11]=1.Cl>C1COCC1>[OH:7][C:2]1[C:1](=[O:8])[CH2:6][CH2:5][CH2:4][C:3]=1[S:16][C:13]1[CH:14]=[CH:15][C:10]([CH3:9])=[CH:11][CH:12]=1. Conditions: temperature -10 celsius, time 15 minute. Starting materials: C1(C(CCCC1)=O)=O (1,2-cyclohexanedione), solution, lithium bis(trimethyl)silylamide, CC1=CC=C(C=C1)S(=O)(OC1=CC=C(C=C1)C)=S (4-methylphenyl 4-methyl-benzenethiosulfonate), Cl (HCl). The yield is 60.0%. Product: OC=1C(CCCC1SC1=CC=C(C=C1)C)=O (2-hydroxy-3-[(4-methylphenyl)thio]-2-cyclohexenone), solid. The solvent is C1CCOC1 (THF), C1CCOC1 (THF), C1CCOC1 (THF), C1CCOC1 (THF). Reported procedure: A 1.0M solution of lithium bis(trimethyl)silylamide in THF (28.7 mL, 28.77 mmol) was added to 30 mL of dry THF stirring under N2, and the solution was cooled to -10° C. A solution of 1.54 g (13.7 mmol) 1,2-cyclohexanedione in 7 mL of THF was added in a slow stream via syringe. The reaction mixture turned darkreddish brown. The reaction mixture was stirred for 15 min at -10° C. and then cooled to -50° C. A solution of 4-methylphenyl 4-methyl-benzenethiosulfonate (3.5 g, 14.2 mmol) in 10 mL of THF...